This data is from the Open Reaction Database (ORD), a public repository of structured organic reaction records. The task is: describe an organic reaction: reactants, conditions, products, and yield The reactants are C=O (formaldehyde), C(C)N(N)C(=O)NC=1SC(=NN1)C (2-Ethyl-4-(5-methyl-1,3,4-thiadiazol-2-yl)semicarbazide), [OH-].[K+] (potassium hydroxide). Run in CO (methanol). Reaction conditions: time 20 minute. Yields the product C(C)N1NCN(C1=O)C=1SC(=NN1)C (2-ethyl-4-(5-methyl-1,3,4-thiadiazol-2-yl)-1,2,4-triazolidin-3-one). As a reaction SMILES: [CH2:1]([N:3]([C:5]([NH:7][C:8]1[S:9][C:10]([CH3:13])=[N:11][N:12]=1)=[O:6])[NH2:4])[CH3:2].[CH2:14]=O.[OH-].[K+]>CO>[CH2:1]([N:3]1[C:5](=[O:6])[N:7]([C:8]2[S:9][C:10]([CH3:13])=[N:11][N:12]=2)[CH2:14][NH:4]1)[CH3:2] |f:2.3|. Reported procedure: 2-Ethyl-4-(5-methyl-1,3,4-thiadiazol-2-yl)semicarbazide (0.1 mole) dissolved in methanol (100 ml) is charged into a glass reaction vessel equipped with a mechanical stirrer and thermometer. Aqueous formaldehyde (0.2 mole; 37% concentration) is then added to the reaction vessel with stirring. Dilute aqueous potassium hydroxide is added to the reaction mixture to adjust the pH to between 7 and 8 and stirring is continued for a period of about 20 minutes resulting in the formation of a solid precip... Starting materials: CC(C)(C)OC(=O)NC(C(=O)O)c1ccc(OCCN2CCOCC2)cc1, CCC(=O)c1csc(NC(=O)C(C(C)c2ccccc2)N2C(=O)NC(c3ccc(OC)cc3)C2=O)n1, CCN=C=NCCCN(C)C, Cl, C1CCOC1. Yields the product CCC(=O)c1csc(NC(=O)C(NC(=O)C(NC(=O)OC(C)(C)C)c2ccc(OCCN3CCOCC3)cc2)C(C)c2ccccc2)n1. RXN SMILES: [C:1]([CH3:2])([CH3:3])([CH3:4])[O:5][C:6](=[O:7])[NH:8][CH:9]([C:10](=[O:11])[OH:12])[c:13]1[cH:14][cH:15][c:16]([O:19][CH2:20][CH2:21][N:22]2[CH2:23][CH2:24][O:25][CH2:26][CH2:27]2)[cH:17][cH:18]1.[CH3:28][O:29][c:30]1[cH:31][cH:32][c:33]([CH:34]2[C:35](=[O:36])[N:39]([CH:42]([C:43](=[O:44])[NH:45][c:46]3[s:47][cH:48][c:49]([C:51]([CH2:52][CH3:53])=[O:54])[n:50]3)[CH:55]([CH3:56])[c:57]3[cH:58][cH:59][cH:60][cH:61][cH:62]3)[C:37](=[O:38])[NH:40]2)[cH:41][cH:63]1.[CH3:65][N:66]([CH3:67])[CH2:68][CH2:69][CH2:70][N:71]=[C:72]=[N:73][CH2:74][CH3:75].[ClH:64].[O:76]1[CH2:77][CH2:78][CH2:79][CH2:80]1>>[C:1]([CH3:2])([CH3:3])([CH3:4])[O:5][C:6](=[O:7])[NH:8][CH:9]([C:10](=[O:12])[NH:39][CH:42]([C:43](=[O:44])[NH:45][c:46]1[s:47][cH:48][c:49]([C:51]([CH2:52][CH3:53])=[O:54])[n:50]1)[CH:55]([CH3:56])[c:57]1[cH:58][cH:59][cH:60][cH:61][cH:62]1)[c:13]1[cH:14][cH:15][c:16]([O:19][CH2:20][CH2:21][N:22]2[CH2:23][CH2:24][O:25][CH2:26][CH2:27]2)[cH:17][cH:18]1. Starting materials: CC(C)(C)OC(=O)N1CCC(O)(c2ccc(Br)cc2)CC1, CC=CC(=O)OCC, CC#N, CCOC(C)=O, CC(=O)[O-], CC(=O)[O-], [Pd+2], Cc1ccccc1P(c1ccccc1C)c1ccccc1C. Product: CCOC(=O)C=C(C)c1ccc(C2(O)CCN(C(=O)OC(C)(C)C)CC2)cc1. Reaction SMILES: [C:1](=[O:2])([O:3][C:4]([CH3:5])([CH3:6])[CH3:7])[N:8]1[CH2:9][CH2:10][C:11]([OH:14])([c:15]2[cH:16][cH:17][c:18]([Br:21])[cH:19][cH:20]2)[CH2:12][CH2:13]1.[C:22]([CH:23]=[CH:24][CH3:25])(=[O:26])[O:27][CH2:28][CH3:29].[CH3:52][C:53]#[N:54].[CH3:55][CH2:56][O:57][C:58]([CH3:59])=[O:60].[O-:62][C:63]([CH3:64])=[O:65].[O-:66][C:67]([CH3:68])=[O:69].[Pd+2:61].[c:30]1([CH3:31])[cH:32][cH:33][cH:34][cH:35][c:36]1[P:37]([c:38]1[cH:39][cH:40][cH:41][cH:42][c:43]1[CH3:44])[c:45]1[cH:46][cH:47][cH:48][cH:49][c:50]1[CH3:51]>>[C:1](=[O:2])([O:3][C:4]([CH3:5])([CH3:6])[CH3:7])[N:8]1[CH2:9][CH2:10][C:11]([OH:14])([c:15]2[cH:16][cH:17][c:18]([C:24](=[CH:23][C:22](=[O:26])[O:27][CH2:28][CH3:29])[CH3:25])[cH:19][cH:20]2)[CH2:12][CH2:13]1. Starting materials: CI, CO, NC(=S)Nc1ccc(Cl)c(C(F)(F)F)c1. The product is CSC(=N)Nc1ccc(Cl)c(C(F)(F)F)c1, I. As a reaction SMILES: [CH3:16][I:17].[CH3:18][OH:19].[Cl:1][c:2]1[c:3]([C:12]([F:13])([F:14])[F:15])[cH:4][c:5]([NH:8][C:9](=[S:10])[NH2:11])[cH:6][cH:7]1>>[Cl:1][c:2]1[c:3]([C:12]([F:13])([F:14])[F:15])[cH:4][c:5]([NH:8][C:9]([S:10][CH3:16])=[NH:11])[cH:6][cH:7]1.[IH:17]. The reactants are CC1N(CCNC1)C1=NC(=NS1)C1=CC=CC=C1 (2-methyl-1-(3-phenyl-1,2,4-thiadiazol-5-yl)piperazine), O1N=C(C2=C1C=CC=C2)N(C(=O)OCC(Cl)(Cl)Cl)C(=O)OCC(Cl)(Cl)Cl (bis(2,2,2-trichloroethyl) 1,2-benzisoxazol-3-ylimidodicarbonate), C(C)(C)N(CC)C(C)C (diisopropylethylamine), CS(=O)C (dimethylsulfoxide). Solvent: O (water). The product is O1N=C(C2=C1C=CC=C2)NC(=O)N2CC(N(CC2)C2=NC(=NS2)C2=CC=CC=C2)C (N-1,2-Benzisoxazol-3-yl-3-methyl-4-(3-phenyl-1,2,4-thiadiazol-5-yl)piperazine-1-carboxamide). RXN SMILES: [CH3:1][CH:2]1[CH2:7][NH:6][CH2:5][CH2:4][N:3]1[C:8]1[S:12][N:11]=[C:10]([C:13]2[CH:18]=[CH:17][CH:16]=[CH:15][CH:14]=2)[N:9]=1.[O:19]1[C:23]2[CH:24]=[CH:25][CH:26]=[CH:27][C:22]=2[C:21]([N:28](C(OCC(Cl)(Cl)Cl)=O)[C:29](OCC(Cl)(Cl)Cl)=[O:30])=[N:20]1.C(N(C(C)C)CC)(C)C.CS(C)=O>O>[O:19]1[C:23]2[CH:24]=[CH:25][CH:26]=[CH:27][C:22]=2[C:21]([NH:28][C:29]([N:6]2[CH2:5][CH2:4][N:3]([C:8]3[S:12][N:11]=[C:10]([C:13]4[CH:14]=[CH:15][CH:16]=[CH:17][CH:18]=4)[N:9]=3)[CH:2]([CH3:1])[CH2:7]2)=[O:30])=[N:20]1. Reported procedure: A solution of 2-methyl-1-(3-phenyl-1,2,4-thiadiazol-5-yl)piperazine (390 mg, 1.50 mmol), bis(2,2,2-trichloroethyl) 1,2-benzisoxazol-3-ylimidodicarbonate (363 mg, 0.750 mmol), diisopropylethylamine (0.131 ml, 0.750 mmol) and dimethylsulfoxide (10 ml) was stirred at 70° C. for 2 hours, the reaction mixture was poured into water and the mixture was extracted with ethyl acetate. The extract was washed with water and dried over anhydrous magnesium sulfate. The solvent was distilled off under reduced ... Conditions: time 2 day. The reactants are C([O-])([O-])=O.[K+].[K+] (potassium carbonate), OC=1C(=C2C(CC(OC2=C(C1C)C)(C)COC1=CC=C(CC2C(N(C(S2)=O)CC(=O)OC(C)(C)C)=O)C=C1)=O)C (t-butyl α-{5-[4-(6-hydroxy-2,5,7,8-tetramethyl-4-oxochroman-2-ylmethoxy)benzyl]-2,4-dioxothiazolidin-3yl}acetate), Cl.NO (hydroxylamine hydrochloride), N1=CC=CC=C1 (pyridine). Procedure: A mixture of 0.5 g of t-butyl α-{5-[4-(6-hydroxy-2,5,7,8-tetramethyl-4-oxochroman-2-ylmethoxy)benzyl]-2,4-dioxothiazolidin-3yl}acetate (prepared as described in Example 49), 0.25 g of hydroxylamine hydrochloride, 0.25 g of pyridine and 5 ml of methanol was allowed to stand t 25°-30° C. for 2 days. Ethyl acetate and an aqueous solution of potassium carbonate were added to the mixture, and the organic layer was separated. The organic layer was dried over anhydrous sodium sulfate. The solvent was d... Product: OC=1C(=C2C(CC(OC2=C(C1C)C)(C)COC1=CC=C(CC2C(N(C(S2)=O)CC(=O)OC(C)(C)C)=O)C=C1)=NO)C (t-Butyl α-{5-[4-(6-hydroxy-4-hydroxyimino-2,5,7,8-tetramethylchroman-2-ylmethoxy)benzyl]-2,4-dioxothiazolidin-3-yl}acetate). Run in C(C)(=O)OCC (Ethyl acetate), CO (methanol). RXN SMILES: [OH:1][C:2]1[C:3]([CH3:40])=[C:4]2[C:9](=[C:10]([CH3:13])[C:11]=1[CH3:12])[O:8][C:7]([CH2:15][O:16][C:17]1[CH:38]=[CH:37][C:20]([CH2:21][CH:22]3[S:26][C:25](=[O:27])[N:24]([CH2:28][C:29]([O:31][C:32]([CH3:35])([CH3:34])[CH3:33])=[O:30])[C:23]3=[O:36])=[CH:19][CH:18]=1)([CH3:14])[CH2:6][C:5]2=O.Cl.[NH2:42][OH:43].N1C=CC=CC=1.C(=O)([O-])[O-].[K+].[K+]>C(OCC)(=O)C.CO>[OH:1][C:2]1[C:3]([CH3:40])=[C:4]2[C:9](=[C:10]([CH3:13])[C:11]=1[CH3:12])[O:8][C:7]([CH2:15][O:16][C:17]1[CH:38]=[CH:37][C:20]([CH2:21][CH:22]3[S:26][C:25](=[O:27])[N:24]([CH2:28][C:29]([O:31][C:32]([CH3:33])([CH3:34])[CH3:35])=[O:30])[C:23]3=[O:36])=[CH:19][CH:18]=1)([CH3:14])[CH2:6][C:5]2=[N:42][OH:43] |f:1.2,4.5.6|. The reactants are BrC1=CC(=C(N)C(=C1)C(C)C)C(C)C (4-bromo-2,6-diisopropylaniline), O.[O-]P(=O)([O-])[O-].[K+].[K+].[K+] (potassium phosphate tribasic monohydrate). The reagents and catalysts are C=1C=CC(=CC1)/C=C/C(=O)/C=C/C2=CC=CC=C2.C=1C=CC(=CC1)/C=C/C(=O)/C=C/C2=CC=CC=C2.C=1C=CC(=CC1)/C=C/C(=O)/C=C/C2=CC=CC=C2.[Pd].[Pd] (Pd2(dba)3), C1(CCCCC1)P(C1=C(C=CC=C1)C1=C(C=CC=C1OC)OC)C1CCCCC1 (2-dicyclo-hexylphosphino-2′,6′-dimethoxybiphenyl). Run in C1(=CC=CC=C1)C.O (toluene water). Conditions: time 8 hour. The product is C(C)(C)C=1C=C(C=C(C1N)C(C)C)C1=CC=CC=C1 (3,5-diisopropyl-[1,1′-biphenyl]-4-amine). The yield is 100.4%. As a reaction SMILES: Br[C:2]1[CH:8]=[C:7]([CH:9]([CH3:11])[CH3:10])[C:5]([NH2:6])=[C:4]([CH:12]([CH3:14])[CH3:13])[CH:3]=1.O.[O-]P([O-])([O-])=O.[K+].[K+].[K+]>C1(C)C=CC=CC=1.O.C1C=CC(/C=C/C(/C=C/C2C=CC=CC=2)=O)=CC=1.C1C=CC(/C=C/C(/C=C/C2C=CC=CC=2)=O)=CC=1.C1C=CC(/C=C/C(/C=C/C2C=CC=CC=2)=O)=CC=1.[Pd].[Pd].C1(P(C2CCCCC2)C2C=CC=CC=2C2C(OC)=CC=CC=2OC)CCCCC1>[CH:12]([C:4]1[CH:3]=[C:2]([C:2]2[CH:8]=[CH:7][CH:5]=[CH:4][CH:3]=2)[CH:8]=[C:7]([CH:9]([CH3:11])[CH3:10])[C:5]=1[NH2:6])([CH3:14])[CH3:13] |f:1.2.3.4.5,6.7,8.9.10.11.12|. Procedure: Dry nitrogen gas was bubbled into a mixture of 4-bromo-2,6-diisopropylaniline (35.1 g, 137 mmol), potassium phosphate tribasic monohydrate (126 g, 548 mmol) and 2-dicyclo-hexylphosphino-2′,6′-dimethoxybiphenyl [S-Phos] (2.250 g, 5.48 mmol) in toluene:water (10:1, 1400 mL) at room temperature for a period of 40 minutes. Pd2(dba)3 (1.255 g, 1.370 mmol) was then added to the mixture above. The reaction was refluxed under a nitrogen atmosphere and monitored by GC-MS. The reaction was complete after ... The reactants are ice, OC1=C(C(=O)NCC=2SSC(=CC2)CO[Si](C)(C)C(C)(C)C)C=CC=C1 (3-(2'-Hydroxybenzamido)methyl-6-[(tert-butyldimethylsilyloxy)methyl]-1,2-dithiin), F (hydrofluoric acid). Solvent: C(C)#N (acetonitrile), C(C)#N (acetonitrile). The product is OC1=C(C(=O)NCC=2SSC(=CC2)CO)C=CC=C1 (3-(2'-Hydroxybenzamido)methyl-6-hydroxymethyl-1,2-dithiin). Yield: 65.0%. Reaction SMILES: [OH:1][C:2]1[CH:26]=[CH:25][CH:24]=[CH:23][C:3]=1[C:4]([NH:6][CH2:7][C:8]1[S:9][S:10][C:11]([CH2:14][O:15][Si](C(C)(C)C)(C)C)=[CH:12][CH:13]=1)=[O:5].F>C(#N)C>[OH:1][C:2]1[CH:26]=[CH:25][CH:24]=[CH:23][C:3]=1[C:4]([NH:6][CH2:7][C:8]1[S:9][S:10][C:11]([CH2:14][OH:15])=[CH:12][CH:13]=1)=[O:5]. Procedure: To a stirred solution of the above (silyloxy)amide 22 (52 mg; 0.127 mmol) in 2.0 mL of acetonitrile was added 2.0 mL of a 1:3 solution of 30% aqueous hydrofluoric acid solution in acetonitrile. The resulting orange solution was stirred for 40 minutes in the ice bath then the excess acid was destroyed by the addition of about 10 mL of a 10% aqueous potassium carbonate solution. The reaction mixture was partitioned between 50 mL of ethyl acetate and 20 mL of saturated aqueous sodium chloride. The ... Yields the product COC(=O)C(C)(C)CC(=O)c1ccc(-c2ccc(N)c(OC)c2)cc1. RXN SMILES: [CH3:1][O:2][c:3]1[cH:4][c:5](-[c:12]2[cH:13][cH:14][c:15]([C:18]([CH2:19][C:20]([C:21](=[O:22])[O:23][CH3:24])([CH3:25])[CH3:26])=[O:27])[cH:16][cH:17]2)[cH:6][cH:7][c:8]1[N+:9]([O-:10])=[O:11].[CH3:29][CH2:30][OH:31].[ClH:28].[Fe:32]>>[CH3:1][O:2][c:3]1[cH:4][c:5](-[c:12]2[cH:13][cH:14][c:15]([C:18]([CH2:19][C:20]([C:21](=[O:22])[O:23][CH3:24])([CH3:25])[CH3:26])=[O:27])[cH:16][cH:17]2)[cH:6][cH:7][c:8]1[NH2:9]. Starting materials: COC(=O)C(C)(C)CC(=O)c1ccc(-c2ccc([N+](=O)[O-])c(OC)c2)cc1, CCO, Cl, [Fe]. The reactants are C(CCCCCCCCCCC)C1=CC(=C(C=C1)O)[N+](=O)[O-] (4-dodecyl-2-nitrophenol), C(CCCCCCCCCCC)C1=CC(=C(C=C1)O)[N+](=O)[O-] (4-dodecyl-2-nitrophenol), [H][H] (hydrogen). The reagents and catalysts are [Pd] (palladium). Solvent: O1CCCC1 (tetrahydrofuran). Product: C(CCCCCCCCCCC)C1=CC(=C(C=C1)O)N (4-dodecyl-2-aminophenol). The yield is 99.5%. RXN SMILES: [CH2:1]([C:13]1[CH:18]=[CH:17][C:16]([OH:19])=[C:15]([N+:20]([O-])=O)[CH:14]=1)[CH2:2][CH2:3][CH2:4][CH2:5][CH2:6][CH2:7][CH2:8][CH2:9][CH2:10][CH2:11][CH3:12].[H][H]>[Pd].O1CCCC1>[CH2:1]([C:13]1[CH:18]=[CH:17][C:16]([OH:19])=[C:15]([NH2:20])[CH:14]=1)[CH2:2][CH2:3][CH2:4][CH2:5][CH2:6][CH2:7][CH2:8][CH2:9][CH2:10][CH2:11][CH3:12]. Reported procedure: 5.80 g of the 4-dodecyl-2-nitrophenol obtained in (2) above was mixed with 500 mg of 5% active carbonsupported palladium, and 150 ml of tetrahydrofuran and the resulting mixture was contacted with hydrogen at room temperature for 7 hours to reduce the nitro group. The reaction mixture was filtered, and then the solvent was distilled off to obtain 5.21 g of 4-dodecyl-2-aminophenol.